The task is: describe an organic reaction: reactants, conditions, products, and yield. This data is from the Open Reaction Database (ORD), a public repository of structured organic reaction records. The reactants are CN1CCC(=CC1)C1=CNC2=CC=C(C=C12)C(F)(F)F (3-(1-methyl-1,2,3,6-tetrahydro-4-pyridinyl)-5-trifluoromethyl-1H-indole), ClC1=C(C(=O)Cl)C(=CC=C1)Cl (2,6 dichlorobenzoyl chloride), Cl (HCl). Yields the product ClC1=C(C(=O)N2C=C(C3=CC(=CC=C23)C(F)(F)F)C=2CCN(CC2)C)C(=CC=C1)Cl (1-(2,6-Dichlorobenzoyl)-3-(1-methyl-1,2,3,6-tetrahydro-4-pyridinyl)-5-trifluoromethyl-indole). RXN SMILES: [CH3:1][N:2]1[CH2:7][CH:6]=[C:5]([C:8]2[C:16]3[C:11](=[CH:12][CH:13]=[C:14]([C:17]([F:20])([F:19])[F:18])[CH:15]=3)[NH:10][CH:9]=2)[CH2:4][CH2:3]1.[Cl:21][C:22]1[CH:30]=[CH:29][CH:28]=[C:27]([Cl:31])[C:23]=1[C:24](Cl)=[O:25].Cl>>[Cl:21][C:22]1[CH:30]=[CH:29][CH:28]=[C:27]([Cl:31])[C:23]=1[C:24]([N:10]1[C:11]2[C:16](=[CH:15][C:14]([C:17]([F:20])([F:18])[F:19])=[CH:13][CH:12]=2)[C:8]([C:5]2[CH2:4][CH2:3][N:2]([CH3:1])[CH2:7][CH:6]=2)=[CH:9]1)=[O:25]. Reported procedure: (25.2 mg, 78%); from 3-(1-methyl-1,2,3,6-tetrahydro-4-pyridinyl)-5-trifluoromethyl-1H-indole (Example 4i, 20 mg, 0.071 mmol) and 2,6 dichlorobenzoyl chloride (18.3 mg, 0.107 mmol), HRMS-FAB+ for C22H18N2OCl2F3, calculated MH+ (--HCl): 453.07483; found: 453.07779. Reactants: ClC=1C(=CC(=C(C1)[O-])F)[N+](=O)[O-].[K+] (potassium 5-chloro-2-fluoro-4-nitrophenolate), [NH4+].[Cl-] (NH4Cl). The reagents and catalysts are [Fe] (Fe). The solvent is CO (methanol), C(C)(=O)OCC (ethyl acetate), CCO (EtOH), O (H2O). Run at time 10 hour. Product: NC1=CC(=C(C=C1Cl)O)F (4-amino-5-chloro-2-fluorophenol). The yield is 85.4%. RXN SMILES: [Cl:1][C:2]1[C:3]([N+:10]([O-])=O)=[CH:4][C:5]([F:9])=[C:6]([O-:8])[CH:7]=1.[K+].[NH4+].[Cl-]>CCO.O.CO.C(OCC)(=O)C.[Fe]>[NH2:10][C:3]1[C:2]([Cl:1])=[CH:7][C:6]([OH:8])=[C:5]([F:9])[CH:4]=1 |f:0.1,2.3|. Procedure: To a solution of potassium 5-chloro-2-fluoro-4-nitrophenolate (1.0 g, 4.35 mmol, Yuxiang) in 95% EtOH (22 mL) and H2O (8 mL) was added Fe (0.97 g, 17.4 mmol) and NH4Cl (1.86 g, 34.8 mmol). The mixture was stirred at rt for 10 hours, then diluted with methanol (100 mL) and ethyl acetate (100 mL). Filtered and the filtrate was concentrated in vacuo. The residue was dissolved in water (50 mL) and ethyl acetate (50 mL). The organic phase was separated and the water phase was extracted with ethyl ace...